This data is from the Open Reaction Database (ORD), a public repository of structured organic reaction records. The task is: describe an organic reaction: reactants, conditions, products, and yield The reactants are ClC1=C(C(=O)OC)C=CC(=C1CBr)S(=O)(=O)C (methyl 2-chloro-3-bromomethyl-4-methylsulfonylbenzoate), C[N+]1(CCOCC1)[O-] (N-methylmorpholine N-oxide). Solvent: C(C)#N (acetonitrile). Run at time 18 hour. Product: ClC1=C(C(=O)OC)C=CC(=C1C=O)S(=O)(=O)C (Methyl 2-chloro-3-formyl-4-methylsulfonylbenzoate). RXN SMILES: [Cl:1][C:2]1[C:11]([CH2:12]Br)=[C:10]([S:14]([CH3:17])(=[O:16])=[O:15])[CH:9]=[CH:8][C:3]=1[C:4]([O:6][CH3:7])=[O:5].C[N+]1([O-])CC[O:22]CC1>C(#N)C>[Cl:1][C:2]1[C:11]([CH:12]=[O:22])=[C:10]([S:14]([CH3:17])(=[O:16])=[O:15])[CH:9]=[CH:8][C:3]=1[C:4]([O:6][CH3:7])=[O:5]. Procedure: 89.2 g (0.26 mol) of methyl 2-chloro-3-bromomethyl-4-methylsulfonylbenzoate are dissolved in 500 ml of acetonitrile and treated at room temperature with 52.0 g (0.444 mol) of N-methylmorpholine N-oxide. The batch is stirred at room temperature for 18 hours, concentrated in a rotary evaporator, taken up in dichloromethane and washed several times with water. After concentration in the rotary evaporator, 57.3 g (80% of theory) of methyl 2-chloro-3-formyl-4-methylsulfonylbenzoate having a melting p...